This data is from the Open Reaction Database (ORD), a public repository of structured organic reaction records. The task is: describe an organic reaction: reactants, conditions, products, and yield Reactants: CI (Methyl iodide), BrC1=CC(=C(C=C1Cl)O)Cl (4-bromo-2,5-dichlorophenol), C([O-])([O-])=O.[K+].[K+] (potassium carbonate). The solvent is CN(C)C=O (DMF), CCOC(=O)C (EtOAc). Run at temperature 50 celsius, time 90 minute. The product is BrC1=C(C=C(C(=C1)Cl)OC)Cl (1-bromo-2,5-dichloro-4-methoxybenzene). Yield: 75.2%. As a reaction SMILES: CI.[Br:3][C:4]1[C:9]([Cl:10])=[CH:8][C:7]([OH:11])=[C:6]([Cl:12])[CH:5]=1.[C:13](=O)([O-])[O-].[K+].[K+]>CN(C=O)C.CCOC(C)=O>[Br:3][C:4]1[CH:5]=[C:6]([Cl:12])[C:7]([O:11][CH3:13])=[CH:8][C:9]=1[Cl:10] |f:2.3.4|. Procedure details: Methyl iodide (1.861 mL, 29.76 mmol) was added to a stirred suspension of 4-bromo-2,5-dichlorophenol (4.8 g, 19.84 mmol) and potassium carbonate (8.23 g, 59.53 mmol) in DMF (20 mL) at ambient temperature under air. The resulting suspension was stirred at 50° C. for 90 minutes. The reaction mixture was allowed to cool and diluted with EtOAc (200 mL), and washed sequentially with saturated brine (2×150 mL) and water (100 mL). The organic layer was dried over MgSO4, filtered and evaporated to affor...